describe an organic reaction: reactants, conditions, products, and yield From a dataset of the Open Reaction Database (ORD), a public repository of structured organic reaction records. Reaction SMILES: [CH3:1][c:2]1[cH:3][c:4]2[cH:5][cH:6][nH:7][c:8]2[cH:9][cH:10]1.[Cl:11][CH2:12][c:13]1[cH:14][cH:15][cH:16][cH:17][cH:18]1.[OH:19][C:20](=[O:21])[c:22]1[cH:23][cH:24][cH:25][cH:26][cH:27]1>>[CH3:1][c:2]1[cH:3][c:4]2[cH:5][cH:6][n:7]([C:20](=[O:19])[c:22]3[cH:23][cH:24][cH:25][cH:26][cH:27]3)[c:8]2[cH:9][cH:10]1. Yields the product Cc1ccc2c(ccn2C(=O)c2ccccc2)c1. Starting materials: Cc1ccc2[nH]ccc2c1, ClCc1ccccc1, O=C(O)c1ccccc1.